This data is from the Open Reaction Database (ORD), a public repository of structured organic reaction records. The task is: describe an organic reaction: reactants, conditions, products, and yield Reactants: O=C(c1ncc[nH]1)c1ncc[nH]1, CCCCCCCN, CC(=O)O, Cc1cn(NCCCc2ccncc2F)c2ccc(O)cc12, [Na+], O=C([O-])O, C1CCOC1. The product is CCCCCCCNC(=O)Oc1ccc2c(c1)c(C)cn2NCCCc1ccncc1F. RXN SMILES: [C:23](=[O:24])([c:25]1[nH:26][cH:27][cH:28][n:29]1)[c:30]1[nH:31][cH:32][cH:33][n:34]1.[CH2:35]([CH2:36][CH2:37][CH2:38][CH2:39][CH2:40][CH3:41])[NH2:42].[CH3:53][C:54](=[O:55])[OH:56].[F:1][c:2]1[cH:3][n:4][cH:5][cH:6][c:7]1[CH2:8][CH2:9][CH2:10][NH:11][n:12]1[cH:13][c:14]([CH3:22])[c:15]2[cH:16][c:17]([OH:21])[cH:18][cH:19][c:20]12.[Na+:47].[O-:43][C:44]([OH:45])=[O:46].[O:48]1[CH2:49][CH2:50][CH2:51][CH2:52]1>>[F:1][c:2]1[cH:3][n:4][cH:5][cH:6][c:7]1[CH2:8][CH2:9][CH2:10][NH:11][n:12]1[cH:13][c:14]([CH3:22])[c:15]2[cH:16][c:17]([O:21][C:23](=[O:24])[NH:42][CH2:35][CH2:36][CH2:37][CH2:38][CH2:39][CH2:40][CH3:41])[cH:18][cH:19][c:20]12. The reactants are Br, O=C(Cl)OCc1ccccc1, Cc1ccccc1, [K+], NC1(C(=O)O)CCNCC1, [Na+], [OH-], O, O=P([O-])(O)O. Product: NC1(C(=O)O)CCN(C(=O)OCc2ccccc2)CC1. RXN SMILES: [BrH:1].[C:12](=[O:13])([O:14][CH2:15][c:16]1[cH:17][cH:18][cH:19][cH:20][cH:21]1)[Cl:22].[CH3:32][c:33]1[cH:34][cH:35][cH:36][cH:37][cH:38]1.[K+:25].[NH2:2][C:3]1([C:9](=[O:10])[OH:11])[CH2:4][CH2:5][NH:6][CH2:7][CH2:8]1.[Na+:24].[OH-:23].[OH2:31].[OH:26][P:27](=[O:28])([O-:29])[OH:30]>>[NH2:2][C:3]1([C:9](=[O:10])[OH:11])[CH2:4][CH2:5][N:6]([C:12](=[O:13])[O:14][CH2:15][c:16]2[cH:17][cH:18][cH:19][cH:20][cH:21]2)[CH2:7][CH2:8]1. Reactants: C([C@@H]1[C@H]([C@@H]([C@H]([C@H](O1)OC[C@@H]2[C@H]([C@@H]([C@H]([C@H](O2)O[C@H]([C@@H](CO)O)[C@@H]([C@H](C=O)O)O)O)O)O)O)O)O)O (panose), C([C@@H]1[C@H]([C@@H]([C@H]([C@H](O1)OC[C@@H]2[C@H]([C@@H]([C@H]([C@H](O2)O[C@H]([C@@H](CO)O)[C@@H]([C@H](C=O)O)O)O)O)O)O)O)O)O (panose), enzyme solution, substrate solution. The solvent is C(C)(=O)[O-] (acetate). Yields the product O=C[C@H](O)[C@@H](O)[C@H](O)[C@H](O)CO (glucose), C([C@@H]1[C@H]([C@@H]([C@H]([C@H](O1)OC[C@@H]2[C@H]([C@@H]([C@H]([C@H](O2)O[C@H]([C@@H](CO)O)[C@@H]([C@H](C=O)O)O)O)O)O)O)O)O)O (panose). As a reaction SMILES: [CH2:1]([OH:34])[C@H:2]1[O:7][C@H:6]([O:8][CH2:9][C@H:10]2[O:15][C@H:14]([O:16][C@@H:17]([C@H:22]([OH:27])[C@@H:23]([OH:26])[CH:24]=[O:25])[C@H:18]([OH:21])[CH2:19][OH:20])[C@H:13]([OH:28])[C@@H:12]([OH:29])[C@@H:11]2[OH:30])[C@H:5]([OH:31])[C@@H:4]([OH:32])[C@@H:3]1[OH:33]>C([O-])(=O)C>[O:8]=[CH:6][C@@H:5]([C@H:4]([C@@H:3]([C@@H:2]([CH2:1][OH:34])[OH:7])[OH:33])[OH:32])[OH:31].[CH2:1]([OH:34])[C@H:2]1[O:7][C@H:6]([O:8][CH2:9][C@H:10]2[O:15][C@H:14]([O:16][C@@H:17]([C@H:22]([OH:27])[C@@H:23]([OH:26])[CH:24]=[O:25])[C@H:18]([OH:21])[CH2:19][OH:20])[C@H:13]([OH:28])[C@@H:12]([OH:29])[C@@H:11]2[OH:30])[C@H:5]([OH:31])[C@@H:4]([OH:32])[C@@H:3]1[OH:33]. Procedure: The enzymatic activity of α-isomaltosyl-transferring enzyme can be assayed as follows: Dissolve panose in 100 mm acetate buffer (pH 6.0) to give a concentration of 2% (w/v) f or a substrate solution, add 0.5 ml of an enzyme solution to 0.5 ml of the substrate solution, and keep the mixture at 35° C. for 30 min to proceed the formation of cyclotetrasaccharide from panose. In the reaction system, glucose is formed together with cyclotetrasaccharide from panose. After the reaction, boil the reactio... Yields the product NC=1C=CC(=C(C#N)C1)N1CCC(CC1)N1CCOCC1 (5-amino-2-(4-morpholinopiperidin-1-yl)benzonitrile). Reactants: ClC1=C(C#N)C=C(C=C1)[N+](=O)[O-] (2-chloro-5-nitrobenzonitrile), O1CCN(CC1)C1CCNCC1 (4-morpholinopiperidine). Reaction SMILES: Cl[C:2]1[CH:9]=[CH:8][C:7]([N+:10]([O-])=O)=[CH:6][C:3]=1[C:4]#[N:5].[O:13]1[CH2:18][CH2:17][N:16]([CH:19]2[CH2:24][CH2:23][NH:22][CH2:21][CH2:20]2)[CH2:15][CH2:14]1>>[NH2:10][C:7]1[CH:8]=[CH:9][C:2]([N:22]2[CH2:23][CH2:24][CH:19]([N:16]3[CH2:17][CH2:18][O:13][CH2:14][CH2:15]3)[CH2:20][CH2:21]2)=[C:3]([CH:6]=1)[C:4]#[N:5]. Yield: 59.9%. Procedure details: By the reaction and treatment in the same manner as in Starting Material Synthetic Example 4 using 2-chloro-5-nitrobenzonitrile (10 g) and 4-morpholinopiperidine (27 g), the title compound (9.4 g) was obtained. melting point: 84-86° C.